From a dataset of the Open Reaction Database (ORD), a public repository of structured organic reaction records. describe an organic reaction: reactants, conditions, products, and yield Starting materials: C1CCOC1, Cc1ccccc1, Cc1ccc(F)cc1C1NC(=O)CC(c2cc(Cl)ccc2OC(C)(C)C(=O)NS(C)(=O)=O)C12C(=O)Nc1cc(Cl)ccc12. Product: Cc1ccc(F)cc1C1NC(=O)CC(c2cc(Cl)ccc2OC(C)(C)CNS(C)(=O)=O)C12C(=O)Nc1cc(Cl)ccc12. RXN SMILES: [CH2:51]1[O:52][CH2:53][CH2:54][CH2:55]1.[CH3:44][c:45]1[cH:46][cH:47][cH:48][cH:49][cH:50]1.[Cl:1][c:2]1[cH:3][cH:4][c:5]2[c:9]([cH:10]1)[NH:8][C:7](=[O:11])[C:6]21[CH:12]([c:36]2[c:37]([CH3:43])[cH:38][cH:39][c:40]([F:42])[cH:41]2)[NH:13][C:14](=[O:35])[CH2:15][CH:16]1[c:17]1[c:18]([O:24][C:25]([C:26](=[O:27])[NH:28][S:29](=[O:30])(=[O:31])[CH3:32])([CH3:33])[CH3:34])[cH:19][cH:20][c:21]([Cl:23])[cH:22]1>>[Cl:1][c:2]1[cH:3][cH:4][c:5]2[c:9]([cH:10]1)[NH:8][C:7](=[O:11])[C:6]21[CH:12]([c:36]2[c:37]([CH3:43])[cH:38][cH:39][c:40]([F:42])[cH:41]2)[NH:13][C:14](=[O:35])[CH2:15][CH:16]1[c:17]1[c:18]([O:24][C:25]([CH2:26][NH:28][S:29](=[O:30])(=[O:31])[CH3:32])([CH3:33])[CH3:34])[cH:19][cH:20][c:21]([Cl:23])[cH:22]1. Reactants: O (water), O (Water), [H-].COCCO[Al+]OCCOC.[Na+].[H-] (sodium bis(2-methoxyethoxy)aluminum hydride), ClC=1C(NC(=CC1)\C(=C\C1CCCC1)\C1=CC=C(C=C1)SC)=O (3-Chloro-6-{(E)-2-Cyclopentyl-1-[4-(methylsulfanyl)phenyl]ethenyl}pyridin-2(1H)-one). Solvent: C1CCOC1.CO (THF methanol). Conditions: time 1 hour. Yields the product ClC=1C(NC(=CC1)\C(=C\C1CCCC1)\C1=CC=C(C=C1)S(=O)(=O)C)=O (3-Chloro-6-{(E)-2-Cyclopentyl-1-[4-(methylsulfonyl)phenyl]ethenyl}pyridin-2(1H)-one). The yield is 74.0%. Reaction SMILES: [OH2:1].[H-].C[O:4]CCO[Al+]OCCOC.[Na+].[H-].[Cl:16][C:17]1[C:18](=[O:38])[NH:19][C:20](/[C:23](/[C:30]2[CH:35]=[CH:34][C:33]([S:36][CH3:37])=[CH:32][CH:31]=2)=[CH:24]/[CH:25]2[CH2:29][CH2:28][CH2:27][CH2:26]2)=[CH:21][CH:22]=1>C1COCC1.CO>[Cl:16][C:17]1[C:18](=[O:38])[NH:19][C:20](/[C:23](/[C:30]2[CH:35]=[CH:34][C:33]([S:36]([CH3:37])(=[O:4])=[O:1])=[CH:32][CH:31]=2)=[CH:24]/[CH:25]2[CH2:29][CH2:28][CH2:27][CH2:26]2)=[CH:21][CH:22]=1 |f:1.2.3.4,6.7|. Procedure details: Water (3 mL) and Oxone(R) (853 mg) were sequentially added to a solution of 3-chloro-6-{(E)-2-cyclopentyl-1-[4-(methylsulfanyl)phenyl]ethenyl}pyridin-2(1H)-one obtained in Example 1-1 (160 mg) in THF-methanol (1:1, 6 mL), and the mixture was stirred at room temperature for one hour. The reaction solution was poured into water, followed by extraction with ethyl acetate. The organic layer was washed with brine, dried over anhydrous magnesium sulfate and filtered. The solvent was then evaporated un... Procedure: To 20 ml of acetic acid, 1 g of 3-nitro-2-(4-chlorophenyl)thiophene and 0.93 g of iron powder were added and heated for 2 hours at 60° C. The reaction mixture was filtered through a diatomaceous earth (Celite) layer. Ethyl acetate was added to the filtrate and extracted 5 times with a 5% aqueous hydrogen chloride solution. The aqueous layer was neutralized with sodium hydrogen carbonate and extracted with ethyl acetate. The organic layer was dried over anhydrous sodium sulfate. The solvent was d... As a reaction SMILES: [N+:1]([C:4]1[CH:8]=[CH:7][S:6][C:5]=1[C:9]1[CH:14]=[CH:13][C:12]([Cl:15])=[CH:11][CH:10]=1)([O-])=O>[Fe].C(O)(=O)C>[NH2:1][C:4]1[CH:8]=[CH:7][S:6][C:5]=1[C:9]1[CH:10]=[CH:11][C:12]([Cl:15])=[CH:13][CH:14]=1. Run at temperature 60 celsius. Isolated yield 61.7%. Starting materials: [N+](=O)([O-])C1=C(SC=C1)C1=CC=C(C=C1)Cl (3-nitro-2-(4-chlorophenyl)thiophene). Reagents/catalysts: [Fe] (iron). Yields the product NC1=C(SC=C1)C1=CC=C(C=C1)Cl (3-amino-2-(4-chlorophenyl)thiophene). The solvent is C(C)(=O)O (acetic acid). Starting materials: [Al+3].[Cl-].[Cl-].[Cl-] (AlCl3), C(C1=CC=CC=C1)N1N=C(C=2C1=NC=NC2NC2=CC=CC=C2)NC2=CC=CC=C2 (1-benzyl-3,4-diphenylamino-pyrazolo[3,4-d]pyrimidine). Run in C1=CC=CC=C1 (benzene), C1=CC=CC=C1 (benzene), O (water). Conditions: temperature 50 celsius, time 1.75 hour. The product is C1(=CC=CC=C1)NC1=NNC2=NC=NC(=C21)NC2=CC=CC=C2 (3,4-diphenylamino-1H-pyrazolo[3,4-d]pyrimidine). RXN SMILES: [Al+3].[Cl-].[Cl-].[Cl-].C([N:12]1[C:16]2=[N:17][CH:18]=[N:19][C:20]([NH:21][C:22]3[CH:27]=[CH:26][CH:25]=[CH:24][CH:23]=3)=[C:15]2[C:14]([NH:28][C:29]2[CH:34]=[CH:33][CH:32]=[CH:31][CH:30]=2)=[N:13]1)C1C=CC=CC=1>C1C=CC=CC=1.O>[C:29]1([NH:28][C:14]2[C:15]3[C:16](=[N:17][CH:18]=[N:19][C:20]=3[NH:21][C:22]3[CH:23]=[CH:24][CH:25]=[CH:26][CH:27]=3)[NH:12][N:13]=2)[CH:34]=[CH:33][CH:32]=[CH:31][CH:30]=1 |f:0.1.2.3|. Procedure: With the exclusion of air and moisture, there is added to a suspension of 203 mg of AlCl3 in 2.5 ml of absolute benzene a solution of 100 mg of 1-benzyl-3,4-diphenylamino-pyrazolo[3,4-d]pyrimidine in 2.5 ml of absolute benzene. The reaction mixture is stirred for 1.5-2 hours at 50° C. until, according to thin-layer chromatography, no starting material remains and is then stirred in approx. 30 ml of water. The precipitate is filtered off and dissolved in ethyl acetate. The ethyl acetate phase is ... Reactants: Cl.C12CC(CC(CCC1)N2)=O (9-azabicyclo[3.3.1]nonan-3-one hydrochloride), C1(=CC=CC=C1)NN (phenylhydrazine), N1C=CC2=CC=CC=C12 (indole), O.C(C(=O)O)(=O)O.C(C(=O)O)(=O)O (hydrogen oxalate hemihydrate), ethanol-ether. The solvent is C(Cl)Cl (methylene chloride). Product: N1C2CCCC1C1=C(NC3=CC=CC=C13)C2 (6,7,8,9,10,11-Hexahydro-7,11-imino-5H-cyclooct[b]indole). RXN SMILES: Cl.[CH:2]12[NH:10][CH:6]([CH2:7][CH2:8][CH2:9]1)[CH2:5][C:4](=O)[CH2:3]2.[C:12]1([NH:18]N)[CH:17]=[CH:16][CH:15]=[CH:14][CH:13]=1.N1C2C(=CC=CC=2)C=C1.O.C(O)(=O)C(O)=O.C(O)(=O)C(O)=O>C(Cl)Cl>[NH:10]1[CH:2]2[C:3]3[C:17]4[C:12](=[CH:13][CH:14]=[CH:15][CH:16]=4)[NH:18][C:4]=3[CH2:5][CH:6]1[CH2:7][CH2:8][CH2:9]2 |f:0.1,4.5.6|. Procedure details: This compound was prepared from 9-azabicyclo[3.3.1]nonan-3-one hydrochloride and phenylhydrazine by Fischer indole synthesis as described in Example 1, Method A, to give colorless crystals, mp 198°-203° C. (from methylene chloride; it was also converted to a hydrogen oxalate hemihydrate, mp 68°-72° C. (from ethanol-ether). Starting materials: O=C1N(C(C2=CC=CC=C12)=O)C/C=C/C1=CC=C(C=C1)NC(=O)C=1C(=CC=CC1)C1=CC=C(C=C1)C(F)(F)F (N-[4-[(1E)-3-(1,3-dihydro-1,3-dioxo-2H-isoindol-2-yl)-1-propenyl]phenyl]-4′-(trifluoromethyl)-[1,1′-biphenyl]-2-carboxamide), NN (hydrazine). The solvent is C(C)O (ethanol). Product: NC/C=C/C1=CC=C(C=C1)NC(=O)C=1C(=CC=CC1)C1=CC=C(C=C1)C(F)(F)F (N-[4-[(1E)-3-amino-1-propenyl]phenyl]-4′-(trifluoromethyl)-[1,1′-biphenyl]-2-carboxamide). The yield is 126.1%. RXN SMILES: O=C1C2C(=CC=CC=2)C(=O)[N:3]1[CH2:12]/[CH:13]=[CH:14]/[C:15]1[CH:20]=[CH:19][C:18]([NH:21][C:22]([C:24]2[C:25]([C:30]3[CH:35]=[CH:34][C:33]([C:36]([F:39])([F:38])[F:37])=[CH:32][CH:31]=3)=[CH:26][CH:27]=[CH:28][CH:29]=2)=[O:23])=[CH:17][CH:16]=1.NN>C(O)C>[NH2:3][CH2:12]/[CH:13]=[CH:14]/[C:15]1[CH:20]=[CH:19][C:18]([NH:21][C:22]([C:24]2[C:25]([C:30]3[CH:31]=[CH:32][C:33]([C:36]([F:37])([F:38])[F:39])=[CH:34][CH:35]=3)=[CH:26][CH:27]=[CH:28][CH:29]=2)=[O:23])=[CH:17][CH:16]=1. Procedure: A mixture of intermediate (2) (0.005 mol) and an aqueous hydrazine solution (0.005 mol) in ethanol (30 ml) was stirred and refluxed for 2 hours. The precipitate was filtered and washed with ethanol. Water was added. The suspension was basified with NaOH and filtered over celite. Celite was washed with ethyl acetate. The filtrate was extracted with ethyl acetate and washed with K2CO3, then with NaCl. The organic layer was separated, dried, filtered, and the solvent was evaporated. The residue was... RXN SMILES: [CH:1]([C:4]1[NH:5][C:6]2[CH:12]=[C:11]([N+:13]([O-:15])=[O:14])[C:10]([OH:16])=[CH:9][C:7]=2[N:8]=1)([CH3:3])[CH3:2].Br.[C:18]([O:22][C:23]([N:25]1[CH2:30][CH2:29][CH:28](O)[CH2:27][CH2:26]1)=[O:24])([CH3:21])([CH3:20])[CH3:19].C1C=CC(P(C2C=CC=CC=2)C2C=CC=CC=2)=CC=1.CCOC(/N=N/C(OCC)=O)=O>C1COCC1>[CH:1]([C:4]1[NH:8][C:7]2[CH:9]=[C:10]([O:16][CH:28]3[CH2:29][CH2:30][N:25]([C:23]([O:22][C:18]([CH3:21])([CH3:20])[CH3:19])=[O:24])[CH2:26][CH2:27]3)[C:11]([N+:13]([O-:15])=[O:14])=[CH:12][C:6]=2[N:5]=1)([CH3:3])[CH3:2]. Reported procedure: To a solution of 2-isopropyl-6-hydroxy-5-nitrobenzimidazole and the HBr addition product (15 g), N-tert-butoxycarbonyl-4-hydroxypiperidine (17.7 g), PPh3 (23.1 g), and THF (150 mL) at room temperature was added DEAD (14 mL). After 4 hours, the solvent was removed in vacuo and the product recovered from the crude using chromatography (3% methanol/methylene chloride) to yield 2-isopropyl-5-(N-(tert-butoxycarbonyl)piperidin-4-yloxy)-6-nitrobenzimidazole (16.5 g). Solvent: C1CCOC1 (THF). Run at time 4 hour. The product is C(C)(C)C=1NC2=C(N1)C=C(C(=C2)OC2CCN(CC2)C(=O)OC(C)(C)C)[N+](=O)[O-] (2-isopropyl-5-(N-(tert-butoxycarbonyl)piperidin-4-yloxy)-6-nitrobenzimidazole). Reactants: C(C)(C)C=1NC2=C(N1)C=C(C(=C2)[N+](=O)[O-])O (2-isopropyl-6-hydroxy-5-nitrobenzimidazole), Br (HBr), product, C(C)(C)(C)OC(=O)N1CCC(CC1)O (N-tert-butoxycarbonyl-4-hydroxypiperidine), C1=CC=C(C=C1)P(C2=CC=CC=C2)C3=CC=CC=C3 (PPh3), CCOC(=O)/N=N/C(=O)OCC (DEAD).